Dataset: the Open Reaction Database (ORD), a public repository of structured organic reaction records. Task: describe an organic reaction: reactants, conditions, products, and yield As a reaction SMILES: [CH3:1][O:2][CH:3]1[O:8][CH2:7][C:6](C(OC)=O)([C:9]([O:11]C)=[O:10])[CH2:5][CH2:4]1.CS(C)=O>COCCOCCOC>[CH3:1][O:2][CH:3]1[O:8][CH2:7][CH:6]([C:9]([OH:11])=[O:10])[CH2:5][CH2:4]1. Reported procedure: Dimethyl 4,4-dimethoxybutane-1,1-dicarboxylate was prepared by the Michael addition of dimethyl malonate to acrolein followed by acetalization. Subsequent hydroxymethylation with formaldehyde in the presence of potassium hydrogen carbonate gave nearly quantitatively dimethyl 1-hydroxy-5,5-dimethoxypentane-2,2-dicarboxylate. This compound rapidly underwent acid-catalyzed intramolecular cyclization in a dilute solution in benzene, aided by the favored six-membered ring formation, to yield dimethyl... Solvent: COCCOCCOC (diglyme). Starting materials: COC1CCC(CO1)(C(=O)OC)C(=O)OC (dimethyl 6-methoxytetrahydropyran-3,3-dicarboxylate), CS(=O)C (dimethyl sulfoxide), dicarboxylic acid. The product is COC1CCC(CO1)C(=O)O (6-methoxytetrahydropyran-3-carboxylic acid).